This data is from the Open Reaction Database (ORD), a public repository of structured organic reaction records. The task is: describe an organic reaction: reactants, conditions, products, and yield The reactants are ClC(C(CF)(N(F)F)N(F)F)OCC([N+](=O)[O-])[N+](=O)[O-] (1-chloro-2,2-bis(difluoramino)-3-fluorodinitroethoxypropane), [N-]=[N+]=[N-].[Na+] (sodium azide), CC(=O)C (acetone). Solvent: O (water). Yields the product N(=[N+]=[N-])C(C(CF)(N(F)F)N(F)F)OCC([N+](=O)[O-])[N+](=O)[O-] (1-Azido-2,2-bis(difluoramino)-3-fluorodinitroethoxypropane). Reaction SMILES: Cl[CH:2]([O:12][CH2:13][CH:14]([N+:18]([O-:20])=[O:19])[N+:15]([O-:17])=[O:16])[C:3]([N:9]([F:11])[F:10])([N:6]([F:8])[F:7])[CH2:4][F:5].[N-:21]=[N+:22]=[N-:23].[Na+].CC(C)=O>O>[N:21]([CH:2]([O:12][CH2:13][CH:14]([N+:18]([O-:20])=[O:19])[N+:15]([O-:17])=[O:16])[C:3]([N:9]([F:11])[F:10])([N:6]([F:8])[F:7])[CH2:4][F:5])=[N+:22]=[N-:23] |f:1.2|. Reported procedure: A mixture of 1.7 g of 1-chloro-2,2-bis(difluoramino)-3-fluorodinitroethoxypropane, 0.7 g of sodium azide, 10 ml of acetone, and 5 ml of water was refluxed for 72 hours. The mixture was extracted with methylene chloride, washed with water, and concentrated to give 1.3 g of light yellow liquid. I.R. showed an absorption for azide at 4.7μ. Starting materials: FC=1C=C(C=CC1)S(=O)(=O)N[C@@H](C(=O)O)CC1=CC=C(C=C1)O ((R)-2-(3-fluorophenylsulfonamido)-3-(4-hydroxyphenyl)propanoic acid), C(C)(C)(C)OC([C@@H](N)CC1=CC=C(C=C1)O)=O ((S)-tyrosine tert-butyl ester). The product is FC=1C=C(C=CC1)S(=O)(=O)N[C@H](C(=O)O)CC1=CC=C(C=C1)O ((S)-2-(3-fluorophenylsulfonamido)-3-(4-hydroxyphenyl)propanoic acid). As a reaction SMILES: [F:1][C:2]1[CH:3]=[C:4]([S:8]([NH:11][C@H:12]([CH2:16][C:17]2[CH:22]=[CH:21][C:20]([OH:23])=[CH:19][CH:18]=2)[C:13]([OH:15])=[O:14])(=[O:10])=[O:9])[CH:5]=[CH:6][CH:7]=1.C(OC(=O)[C@H](CC1C=CC(O)=CC=1)N)(C)(C)C>>[F:1][C:2]1[CH:3]=[C:4]([S:8]([NH:11][C@@H:12]([CH2:16][C:17]2[CH:18]=[CH:19][C:20]([OH:23])=[CH:21][CH:22]=2)[C:13]([OH:15])=[O:14])(=[O:9])=[O:10])[CH:5]=[CH:6][CH:7]=1. Reported procedure: Following 18a synthetic method, using B2 (118.65 mg, 0.5 mmol) instead of A2 gave 18b as a colorless oil; (56.33 mg, 49.8%). [α]D25: −14.4 (c=0.27, CHCl3); 1H-NMR (300 MHz, acetone-d6): δ 8.20 (s, 1H), 7.56-7.48 (m, 2H), 7.44-7.35 (m, 2H), 7.03-6.95 (m, 3H), 6.70-6.65 (m, 2H), 4.18-4.11 (m, 1H), 3.06-2.81 (m, 2H); 13C NMR (300 MHz, acetone-d6): δ 171.53, 163.77, 160.48, 156.28, 143.54, 131.00, 130.36, 126.92, 122.75, 119.25, 115.07, 113.89, 113.57, 57.63, 37.74; HRMS (ESI): calcd for: C15H14FNO5...